Dataset: the Open Reaction Database (ORD), a public repository of structured organic reaction records. Task: describe an organic reaction: reactants, conditions, products, and yield Reactants: C(#N)CCC=1C=C(C(=O)OC)C=CC1 (methyl 3-(2-cyanoethyl)benzoate), O1CCCC1 (tetrahydrofuran), [OH-].[Na+] (sodium hydroxide), Cl (hydrochloric acid), Cl (hydrochloric acid). Run in CO (methanol). Conditions: temperature 60 celsius, time 4 hour. Product: C(#N)CCC=1C=C(C(=O)O)C=CC1 (3-(2-cyanoethyl)benzoic acid). The yield is 96.5%. RXN SMILES: [C:1]([CH2:3][CH2:4][C:5]1[CH:6]=[C:7]([CH:12]=[CH:13][CH:14]=1)[C:8]([O:10]C)=[O:9])#[N:2].O1CCCC1.[OH-].[Na+].Cl>CO>[C:1]([CH2:3][CH2:4][C:5]1[CH:6]=[C:7]([CH:12]=[CH:13][CH:14]=1)[C:8]([OH:10])=[O:9])#[N:2] |f:2.3|. Procedure details: To a solution of methyl 3-(2-cyanoethyl)benzoate (169 mg, 893 μmol) in methanol (3 mL)/tetrahydrofuran (1 mL) was added 2N aqueous sodium hydroxide solution (893 μL, 1.79 mmol), and the mixture was stirred at 60° C. for 4 hr. The reaction mixture was neutralized with 6N hydrochloric acid (500 μL), 1N hydrochloric acid (15 mL) was added, and the mixture was extracted with ethyl acetate (20 mL, 5 mL). The combined organic layer was washed with saturated brine (5 mL), and dried over anhydrous magne... Starting materials: N1(C=NC=C1)CC=O (2-(imidazol-1-yl)acetaldehyde), [Br-].FC1=CC=C(CCC2=C(C=C(C[P+](C3=CC=CC=C3)(C3=CC=CC=C3)C3=CC=CC=C3)C=C2)C(=O)OC)C=C1 (4-(4-fluorophenethyl)-3-methoxycarbonylbenzyl triphenylphosphonium bromide), C([O-])([O-])=O.[K+].[K+] (potassium carbonate). Solvent: ClCCl (dichloromethane). Yields the product N1(C=NC=C1)CC=CC=1C=CC(=C(C(=O)OC)C1)CCC1=CC=C(C=C1)F (methyl 5-[3-(imidazol-1-yl)prop-1-en-1-yl]-2-(4-fluorophenethyl)benzoate). Yield: 70.0%. RXN SMILES: [N:1]1([CH2:6][CH:7]=O)[CH:5]=[CH:4][N:3]=[CH:2]1.[Br-].[F:10][C:11]1[CH:48]=[CH:47][C:14]([CH2:15][CH2:16][C:17]2[CH:42]=[CH:41][C:20]([CH2:21][P+](C3C=CC=CC=3)(C3C=CC=CC=3)C3C=CC=CC=3)=[CH:19][C:18]=2[C:43]([O:45][CH3:46])=[O:44])=[CH:13][CH:12]=1.C(=O)([O-])[O-].[K+].[K+]>ClCCl>[N:1]1([CH2:6][CH:7]=[CH:21][C:20]2[CH:41]=[CH:42][C:17]([CH2:16][CH2:15][C:14]3[CH:13]=[CH:12][C:11]([F:10])=[CH:48][CH:47]=3)=[C:18]([CH:19]=2)[C:43]([O:45][CH3:46])=[O:44])[CH:5]=[CH:4][N:3]=[CH:2]1 |f:1.2,3.4.5|. Reported procedure: A solution of 2-(imidazol-1-yl)acetaldehyde (2.8 g; 0.021 mmol), 4-(4-fluorophenethyl)-3-methoxycarbonylbenzyl triphenylphosphonium bromide (6.2 g; 0.01 mmol), potassium carbonate (2.8 g; 0.02 mmol) and 18 crown-6 (0.1 g; 0.37 mmol) in dichloromethane (100 ml) was stirred under argon atmosphere at ambient temperature overnight. After extraction and evaporation to dryness, the residue was purified by flash chromatography eluting with a mixture of dichloromethane/ethanol (98/2) to give methyl 5-[3... The reactants are BrCC (bromoethane), [Mg] (Magnesium), ClC1=C(OC=2C=C3C(OC(=O)C3=CC2)(C)O)C=CC(=C1)C(F)(F)F (5-(2-chloro-4-trifluoromethylphenoxy)-3-hydroxy-3-methylphthalide), Cl (hydrochloric acid), II (iodine). Run in C(C)OCC (diethyl ether), C(C)OCC (diethyl ether), C(C)OCC (diethyl ether). Reaction conditions: time 40 minute. The product is ClC1=C(OC=2C=C3C(OC(=O)C3=CC2)(C)CC)C=CC(=C1)C(F)(F)F (5-(2-chloro-4-trifluoromethylphenoxy)-3-ethyl-3-methylphthalide). RXN SMILES: [Mg].II.Br[CH2:5][CH3:6].Cl[C:8]1[CH:26]=[C:25]([C:27]([F:30])([F:29])[F:28])[CH:24]=[CH:23][C:9]=1[O:10][C:11]1[CH:12]=[C:13]2[C:18](=[CH:19][CH:20]=1)[C:16](=[O:17])[O:15][C:14]2(O)[CH3:21].[ClH:31]>C(OCC)C>[Cl:31][C:8]1[CH:26]=[C:25]([C:27]([F:28])([F:29])[F:30])[CH:24]=[CH:23][C:9]=1[O:10][C:11]1[CH:12]=[C:13]2[C:18](=[CH:19][CH:20]=1)[C:16](=[O:17])[O:15][C:14]2([CH2:5][CH3:6])[CH3:21]. Reported procedure: Magnesium (1.44 g, 0.06 mol) suspended in diethyl ether (20 ml), was treated with a crystal of iodine, then a solution of bromoethane (6.54 g, 0.06 mol) in diethyl ether (15 ml) was added dropwise over 30 minutes. Reflux was maintained throughout this period by the heat of reaction. The mixture was stirred for 45 minutes before a solution of 5-(2-chloro-4-trifluoromethylphenoxy)-3-hydroxy-3-methylphthalide (5.38 g, 0.015 mol) dissolved in diethyl ether (20 ml) was added over 20 minutes. After st... Reactants: N(N)C1=CC=C(C=N1)C(=O)OC(C)(C)C (tert-butyl 6-hydrazinopyridine-3-carboxylate), O=C1C(CSC1)C(=O)OC (methyl 4-oxotetrahydrothiophene-3-carboxylate). The product is O=C1C2=C(NN1C1=CC=C(C=N1)C(=O)OC(C)(C)C)CSC2 (tert-butyl 6-(3-oxo-4,6-dihydro-1H-thieno[3,4-c]pyrazol-2(3H)-yl)pyridine-3-carboxylate). Yield: 61.1%. Reaction SMILES: [NH:1]([C:3]1[N:8]=[CH:7][C:6]([C:9]([O:11][C:12]([CH3:15])([CH3:14])[CH3:13])=[O:10])=[CH:5][CH:4]=1)[NH2:2].O=[C:17]1[CH2:21][S:20][CH2:19][CH:18]1[C:22](OC)=[O:23]>>[O:23]=[C:22]1[N:1]([C:3]2[N:8]=[CH:7][C:6]([C:9]([O:11][C:12]([CH3:15])([CH3:14])[CH3:13])=[O:10])=[CH:5][CH:4]=2)[NH:2][C:17]2[CH2:21][S:20][CH2:19][C:18]1=2. Procedure: According to the process described in Example 1, starting with 0.75 g of tert-butyl 6-hydrazinopyridine-3-carboxylate and 0.58 g of methyl 4-oxotetrahydrothiophene-3-carboxylate, 0.7 g of tert-butyl 6-(3-oxo-4,6-dihydro-1H-thieno[3,4-c]pyrazol-2(3H)-yl)pyridine-3-carboxylate is obtained in the form of a white solid. Reactants: C(#N)C1=CC=C(NC2=CC=CC=3C=4C(NC(=NC4CCC32)NC(C(C)(C)C)=O)=O)C=C1 (N-(7-(4-cyanoanilino)-1,2,5,6-tetrahydro-1-oxobenzo[f]quinazolin-3-yl)pivalamide), C(C(C)(C)C)(=O)OC(C(C)(C)C)=O (Pivalic anhydride). Reagents/catalysts: [Pd] (palladium on carbon). The solvent is COCCOCCOC (diglyme), COCCOCCOC (diglyme). Product: C(#N)C1=CC=C(NC2=CC=CC=3C=4C(NC(=NC4C=CC32)NC(C(C)(C)C)=O)=O)C=C1 (N-(7-(4-cyanoanilino)-1,2-dihydro-1-oxobenzo[f]quinazolin-3-yl)pivalamide). Isolated yield 57.6%. Reaction SMILES: [C:1]([C:3]1[CH:31]=[CH:30][C:6]([NH:7][C:8]2[C:21]3[CH2:20][CH2:19][C:18]4[N:17]=[C:16]([NH:22][C:23](=[O:28])[C:24]([CH3:27])([CH3:26])[CH3:25])[NH:15][C:14](=[O:29])[C:13]=4[C:12]=3[CH:11]=[CH:10][CH:9]=2)=[CH:5][CH:4]=1)#[N:2].C(OC(=O)C(C)(C)C)(=O)C(C)(C)C>[Pd].COCCOCCOC>[C:1]([C:3]1[CH:31]=[CH:30][C:6]([NH:7][C:8]2[C:21]3[CH:20]=[CH:19][C:18]4[N:17]=[C:16]([NH:22][C:23](=[O:28])[C:24]([CH3:27])([CH3:26])[CH3:25])[NH:15][C:14](=[O:29])[C:13]=4[C:12]=3[CH:11]=[CH:10][CH:9]=2)=[CH:5][CH:4]=1)#[N:2]. Procedure: To a solution of sodium ethoxide, prepared by reacting sodium (0.28 g, 12 mmol) with ethanol(6 ml), was added guanidine hydrochloride (1.2 g, 12 mmol) and the mixture was briefly stirred at reflux. A solution of methyl 5-(N-(4-cyanophenyl)-2,2,2-trifluoroacetamido)-3,4-dihydro-2-hydroxy-1-naphthalene carboxylate (0.63 g, 1.5 mmol) in ethanol (6 ml) was added and the reaction mixture was stirred at reflux under nitrogen for 18 hours. The solution was diluted with water (50 ml), neutralized with a... Reported procedure: (2R,5S)-2-tert-Butyl-5-(1-hydroxy-cyclohexyl)-5-phenyl-[1,3]dioxolan-4-one (176 g, 0.553 mol) in THF (1.56 litres) is cooled to 0° C. and treated dropwise with thionyl chloride (109 ml, 1.49 mol) followed by pyridine (191 ml, 2.35 mol) over 40 minutes. After stirring at 0° C. for 30 minutes, the reaction is quenched by dropwise addition of saturated ammonium chloride solution (2000 ml) ensuring the temperature does not exceed 25° C. Water (300 ml) is added and the organic portion is separated. T... Run at temperature 0 celsius, time 30 minute. Yields the product C1(=CCCCC1)[C@@](C(=O)O)(C1=CC=CC=C1)O ((S)-Cyclohex-1-enyl-hydroxy-phenyl-acetic acid). As a reaction SMILES: C([C@H]1[O:9][C:8](=[O:10])[C@@:7]([C:17]2(O)[CH2:22][CH2:21][CH2:20][CH2:19][CH2:18]2)([C:11]2[CH:16]=[CH:15][CH:14]=[CH:13][CH:12]=2)[O:6]1)(C)(C)C.S(Cl)(Cl)=O.N1C=CC=CC=1.[OH-].[K+]>C1COCC1>[C:17]1([C@:7]([OH:6])([C:11]2[CH:12]=[CH:13][CH:14]=[CH:15][CH:16]=2)[C:8]([OH:10])=[O:9])[CH2:22][CH2:21][CH2:20][CH2:19][CH:18]=1 |f:3.4|. Starting materials: [OH-].[K+] (potassium hydroxide), C(C)(C)(C)[C@@H]1O[C@@](C(O1)=O)(C1=CC=CC=C1)C1(CCCCC1)O ((2R,5S)-2-tert-Butyl-5-(1-hydroxy-cyclohexyl)-5-phenyl-[1,3]dioxolan-4-one), N1=CC=CC=C1 (pyridine), S(=O)(Cl)Cl (thionyl chloride). Run in C1CCOC1 (THF). Reactants: COC(=O)C=1C(N(C=CC1C(=O)OCC)CC1=CC=CC=C1)=O (1-benzyl-2-oxo-1,2-dihydro-pyridine-3,4-dicarboxylic acid 4-ethyl ester 3-methyl ester), [Li+].[I-] (LiI). Solvent: N1=CC=CC=C1 (pyridine), N1=CC=CC=C1 (pyridine). Yields the product C(C)OC(=O)C1=C(C(N(C=C1)CC1=CC=CC=C1)=O)C(=O)O (1-Benzyl-2-oxo-1,2-dihydro-pyridine-3,4-dicarboxylic acid 4-ethyl ester). Isolated yield 59.9%. As a reaction SMILES: C[O:2][C:3]([C:5]1[C:6](=[O:23])[N:7]([CH2:16][C:17]2[CH:22]=[CH:21][CH:20]=[CH:19][CH:18]=2)[CH:8]=[CH:9][C:10]=1[C:11]([O:13][CH2:14][CH3:15])=[O:12])=[O:4].[Li+].[I-]>N1C=CC=CC=1>[CH2:14]([O:13][C:11]([C:10]1[CH:9]=[CH:8][N:7]([CH2:16][C:17]2[CH:18]=[CH:19][CH:20]=[CH:21][CH:22]=2)[C:6](=[O:23])[C:5]=1[C:3]([OH:4])=[O:2])=[O:12])[CH3:15] |f:1.2|. Procedure details: A solution of 1-benzyl-2-oxo-1,2-dihydro-pyridine-3,4-dicarboxylic acid 4-ethyl ester 3-methyl ester (5.77 g, 18.3 mmol) in 10 mL of pyridine was added to a refluxing mixture of LiI (9.8 g, 73.3 mmol) and 70 mL of pyridine. The resulting mixture was refluxed for 1 h. After the mixture was cooled to r.t., solvent was evaporated in vacuo. The residue was taken up in water and acidified with 6M HCl. The resulting suspension was extracted several times with CHCl3, and the organic layers were combine... Reactants: C(C)(C)(C)OC(=O)N1CCC(CC1)CCOC1=CC=C(C=O)C=C1 (4-[2-(N-t-butyloxycarbonylpiperidin-4-yl)ethoxy]benzaldehyde), Cl.NO (hydroxylamine hydrochloride), [OH-].[Na+] (NaOH), Cl (HCl). Run in CO (MeOH). Run at time 18 hour. RXN SMILES: [C:1]([O:5][C:6]([N:8]1[CH2:13][CH2:12][CH:11]([CH2:14][CH2:15][O:16][C:17]2[CH:24]=[CH:23][C:20]([CH:21]=O)=[CH:19][CH:18]=2)[CH2:10][CH2:9]1)=[O:7])([CH3:4])([CH3:3])[CH3:2].Cl.[NH2:26][OH:27].[OH-].[Na+].Cl>CO>[C:1]([O:5][C:6]([N:8]1[CH2:13][CH2:12][CH:11]([CH2:14][CH2:15][O:16][C:17]2[CH:24]=[CH:23][C:20]([CH:21]=[N:26][OH:27])=[CH:19][CH:18]=2)[CH2:10][CH2:9]1)=[O:7])([CH3:4])([CH3:3])[CH3:2] |f:1.2,3.4|. Product: C(C)(C)(C)OC(=O)N1CCC(CC1)CCOC1=CC=C(C=NO)C=C1 (4-[2-(N-t-Butyloxycarbonylpiperidin-4-yl)ethoxy]benzaldoxime). Procedure details: To a solution of 4-[2-(N-t-butyloxycarbonylpiperidin-4-yl)ethoxy]benzaldehyde (3.16 g, 9.48 mmol) in MeOH (20 mL) was added hydroxylamine hydrochloride (1.27 g, 18.3 mmol) and 2M NaOH (7 mL, 14 mmol). The resulting suspension was stirred overnight at room temperature (18 hours). The mixture was brought to pH 4 using 1M HCl, followed by filtration and water wash. The crystals were dried under vacuum over P205, affording 2.88 g (87%); mp: 114.4°-116.1° C.; 1H NMR (300 MHz, CDCl3) δ 8.09 (s, 2H), 7...